describe an organic reaction: reactants, conditions, products, and yield From a dataset of the Open Reaction Database (ORD), a public repository of structured organic reaction records. Procedure details: Also, the present inventors have previously proposed in Japanese Patent Sho 45-10408 (U.S. Pat. No. 3,653,826) a process for the filtration and hydration of the hemihydrate in which calcium sulfate hemihydrate is formed during a digestion step and filtered off, then calcium sulfate dihydrate of good quality is obtained by hydration during a hydration step and, finally, highly concentrated phosphoric acid is recovered. In this process, easily filterable agglomerate crystals of calcium sulfate hem... Yields the product O.S(=O)(=O)([O-])[O-].[Ca+2].[Ca+2].S(=O)(=O)([O-])[O-] (calcium sulfate hemihydrate). The reactants are S(O)(O)(=O)=O (sulfuric acid), CaO, [O-]P(=O)([O-])[O-].[O-]P(=O)([O-])[O-].[O-]P(=O)([O-])[O-].[F-].[Ca+2].[Ca+2].[Ca+2].[Ca+2].[Ca+2] (phosphate rock), P(O)(O)(O)=O (phosphoric acid), [S] (sulfur), [O-]P(=O)([O-])[O-].[O-]P(=O)([O-])[O-].[O-]P(=O)([O-])[O-].[F-].[Ca+2].[Ca+2].[Ca+2].[Ca+2].[Ca+2] (Phosphate rock). RXN SMILES: P(=O)(O)(O)[OH:2].[S:6](=[O:10])(=[O:9])([OH:8])[OH:7].[S].[O-]P([O-])([O-])=O.[O-]P([O-])([O-])=O.[O-]P([O-])([O-])=O.[F-].[Ca+2:28].[Ca+2].[Ca+2].[Ca+2].[Ca+2]>>[OH2:2].[S:6]([O-:10])([O-:9])(=[O:8])=[O:7].[Ca+2:28].[Ca+2:28].[S:6]([O-:10])([O-:9])(=[O:8])=[O:7] |f:3.4.5.6.7.8.9.10.11,12.13.14.15.16,^3:10|.